This data is from the Open Reaction Database (ORD), a public repository of structured organic reaction records. The task is: describe an organic reaction: reactants, conditions, products, and yield The reactants are BrBr (bromine), resultant mixture, BrBr (bromine), C1(=CC=CC=C1)S(=O)(=O)CC1=NSC2=C1C=C(C=C2)N2C(N(C(=CC2=O)C(F)(F)F)C)=O (3-[3-(phenylsulfonyl)methyl-1,2-benzisothiazol-5-yl]-1-methyl-6-(trifluoromethyl)-2,4(1H,3H)-pyrimidinedione), resultant mixture. The reagents and catalysts are Br (hydrobromic acid). Solvent: C(C)(=O)OCC (ethyl acetate), C(C)(=O)OCC (ethyl acetate), C(C)(=O)OCC (ethyl acetate), C(C)(=O)OCC (ethyl acetate). Product: BrC(C1=NSC2=C1C=C(C=C2)N2C(N(C(=CC2=O)C(F)(F)F)C)=O)S(=O)(=O)C2=CC=CC=C2 (3-{3-[Bromo(phenylsulfonyl)methyl]-1,2-benzisothiazol-5-yl}-1-methyl-6-(trifluoromethyl)-2,4(1H,3H)-pyrimidinedione). The yield is 90.1%. Reaction SMILES: [C:1]1([S:7]([CH2:10][C:11]2[C:15]3[CH:16]=[C:17]([N:20]4[C:25](=[O:26])[CH:24]=[C:23]([C:27]([F:30])([F:29])[F:28])[N:22]([CH3:31])[C:21]4=[O:32])[CH:18]=[CH:19][C:14]=3[S:13][N:12]=2)(=[O:9])=[O:8])[CH:6]=[CH:5][CH:4]=[CH:3][CH:2]=1.[Br:33]Br>C(OCC)(=O)C.Br>[Br:33][CH:10]([S:7]([C:1]1[CH:6]=[CH:5][CH:4]=[CH:3][CH:2]=1)(=[O:8])=[O:9])[C:11]1[C:15]2[CH:16]=[C:17]([N:20]3[C:25](=[O:26])[CH:24]=[C:23]([C:27]([F:29])([F:28])[F:30])[N:22]([CH3:31])[C:21]3=[O:32])[CH:18]=[CH:19][C:14]=2[S:13][N:12]=1. Procedure: To a solution of 3-[3-(phenylsulfonyl)methyl-1,2-benzisothiazol-5-yl]-1-methyl-6-(trifluoromethyl)-2,4(1H,3H)-pyrimidinedione (0.400 g, 0.000831 mol) in ethyl acetate is added 48% hydrobromic acid (4 drops) followed by bromine in ethyl acetate (0.522 M, 1.67 ml, 0.000872 mol). The resultant mixture is stirred 1.5 hours at reflux. Additional bromine in ethyl acetate (1.67 ml) is added and the resultant mixture is stirred one hour at reflux. The mixture is cooled to room temperature, diluted with ... Reactants: [Br-], C1CCOC1, C[Mg+], [Cl-], O=Cc1ccc(Cn2cc([N+](=O)[O-])cn2)o1, N#N, [NH4+]. Yields the product CC(O)c1ccc(Cn2cc([N+](=O)[O-])cn2)o1. RXN SMILES: [Br-:19].[CH2:24]1[O:25][CH2:26][CH2:27][CH2:28]1.[CH3:20][Mg+:21].[Cl-:22].[N+:3](=[O:4])([O-:5])[c:6]1[cH:7][n:8][n:9]([CH2:11][c:12]2[cH:13][cH:14][c:15]([CH:17]=[O:18])[o:16]2)[cH:10]1.[N:1]#[N:2].[NH4+:23]>>[N+:3](=[O:4])([O-:5])[c:6]1[cH:7][n:8][n:9]([CH2:11][c:12]2[cH:13][cH:14][c:15]([CH:17]([OH:18])[CH3:20])[o:16]2)[cH:10]1. Product: OC[C@@H]1NC([C@@H]1NC(COC1=CC=CC=C1)=O)=O (cis-2-Hydroxymethyl-4-oxo-3-phenoxyacetylaminoazetidine). Solvent: O1CCCC1 (tetrahydrofuran), O (water), O (water), C(C)(=O)O (acetic acid). Reported procedure: To a solution of 13.5 g (0.049 mole) of methyl cis-4-oxo-3-phenoxyacetylaminoazetidine-2-carboxylate in 975 ml of tetrahydrofuran and 100 ml of water at 0° (ice bath) was added a cold solution of 3.75 g (0.099 mole) of sodium borohydride in 250 ml of water over a period of 10 min. The solution was stirred at 0° for 40 min and then glacial acetic acid was added dropwise until hydrogen evolution ceased. Solid sodium bicarbonate and sodium chloride were added and this mixture was extracted five tim... The reactants are O=C1[C@@H]([C@@H](N1)C(=O)OC)NC(COC1=CC=CC=C1)=O (methyl cis-4-oxo-3-phenoxyacetylaminoazetidine-2-carboxylate), [BH4-].[Na+] (sodium borohydride), C([O-])(O)=O.[Na+] (sodium bicarbonate), [Cl-].[Na+] (sodium chloride), [H][H] (hydrogen). As a reaction SMILES: [O:1]=[C:2]1[NH:5][C@@H:4]([C:6](OC)=[O:7])[C@H:3]1[NH:10][C:11](=[O:20])[CH2:12][O:13][C:14]1[CH:19]=[CH:18][CH:17]=[CH:16][CH:15]=1.[BH4-].[Na+].[H][H].C(=O)(O)[O-].[Na+].[Cl-].[Na+]>O1CCCC1.O.C(O)(=O)C>[OH:7][CH2:6][C@H:4]1[C@@H:3]([NH:10][C:11](=[O:20])[CH2:12][O:13][C:14]2[CH:15]=[CH:16][CH:17]=[CH:18][CH:19]=2)[C:2](=[O:1])[NH:5]1 |f:1.2,4.5,6.7|. Reaction conditions: time 40 minute. Starting materials: N1C(CCCC1)=O (2-piperidone), [Na] (sodium), BrCCCCl (1-bromo-3-chloropropane). Run in C=1(C(=CC=CC1)C)C (xylene). Reaction conditions: time 6 hour. The product is ClCCCN1C(CCCC1)=O (1-chloro-3-(2-oxopiperidin-1-yl)propane). RXN SMILES: [NH:1]1[CH2:6][CH2:5][CH2:4][CH2:3][C:2]1=[O:7].[Na].Br[CH2:10][CH2:11][CH2:12][Cl:13]>C1(C)C(C)=CC=CC=1>[Cl:13][CH2:12][CH2:11][CH2:10][N:1]1[CH2:6][CH2:5][CH2:4][CH2:3][C:2]1=[O:7] |^1:7|. Procedure: A mixture of 2-piperidone (1.19 g, 12.0 mmcl) and fnely pulverized sodium metal (0.28 g, 12.0 mmol) in dry xylene (70 ml) was heated at 110° C. with vigrous stirring, 1-bromo-3-chloropropane (1.89 g, 12.0 mmol) was added to the stirred reaction mixture after 3 hours and the heating at 110° C. was continued for 6 hours. The reaction mixture was filtered and xylene was removed under reduced pressure. The residue was chromatographed on silica gel usinq hexane and chloroform as eluant to get 3 (n=2)... The reactants are CC(C(=O)Cl)(CO[N+](=O)[O-])C (2,2-dimethyl-3-nitroxypropanoyl chloride), C(=O)(O)C1NC(SC1)C1=CC=CC=C1 (4-carboxy-2-phenylthiazolidine), C([O-])([O-])=O.[K+].[K+] (potassium carbonate). The solvent is O1CCCC1 (tetrahydrofuran), O1CCCC1 (tetrahydrofuran), O (water). Reaction conditions: time 45 minute. Yields the product C(=O)(O)C1N(C(SC1)C1=CC=CC=C1)C(C(CO[N+](=O)[O-])(C)C)=O (4-Carboxy-N-(2,2-dimethyl-3-nitroxypropionyl)-2-phenylthiazolidine). The yield is 38.0%. RXN SMILES: [CH3:1][C:2]([CH3:11])([CH2:6][O:7][N+:8]([O-:10])=[O:9])[C:3](Cl)=[O:4].[C:12]([CH:15]1[CH2:19][S:18][CH:17]([C:20]2[CH:25]=[CH:24][CH:23]=[CH:22][CH:21]=2)[NH:16]1)([OH:14])=[O:13].C(=O)([O-])[O-].[K+].[K+]>O1CCCC1.O>[C:12]([CH:15]1[CH2:19][S:18][CH:17]([C:20]2[CH:21]=[CH:22][CH:23]=[CH:24][CH:25]=2)[N:16]1[C:3](=[O:4])[C:2]([CH3:11])([CH3:1])[CH2:6][O:7][N+:8]([O-:10])=[O:9])([OH:14])=[O:13] |f:2.3.4|. Procedure details: A solution of 5.2 g of 2,2-dimethyl-3-nitroxypropanoyl chloride in 100 ml of tetrahydrofuran was added at 0° C. under nitrogen to a solution of 6.0 g of 4-carboxy-2-phenylthiazolidine and 4.0 g of potassium carbonate in a mixture of 50 ml of tetrahydrofuran and 150 ml of water. After stirring the resulting solution for 45 minutes the mixture was concentrated under reduced pressure to about 150 ml and then acidified to pH=2 with citric acid. The resulting mixture was extracted with diethyl ether ... The reactants are CCOC(=O)NN, O=[N+]([O-])c1cccnc1Cl, Oc1ccccc1. Yields the product Cl, CCOC(=O)NNc1ncccc1[N+](=O)[O-]. As a reaction SMILES: [C:11]([NH:12][NH2:13])(=[O:14])[O:15][CH2:16][CH3:17].[Cl:1][c:2]1[n:3][cH:4][cH:5][cH:6][c:7]1[N+:8](=[O:9])[O-:10].[OH:18][c:19]1[cH:20][cH:21][cH:22][cH:23][cH:24]1>>[ClH:1].[c:2]1([NH:13][NH:12][C:11](=[O:14])[O:15][CH2:16][CH3:17])[n:3][cH:4][cH:5][cH:6][c:7]1[N+:8](=[O:9])[O-:10].